From a dataset of the Open Reaction Database (ORD), a public repository of structured organic reaction records. describe an organic reaction: reactants, conditions, products, and yield Starting materials: O=C(O)c1cn2cc(Br)c(CP(=O)(O)O)nc2n1, [Na+], [OH-], O. The product is O=C(O)c1cn2ccc(CP(=O)(O)O)nc2n1. Reaction SMILES: [Br:1][c:2]1[c:3]([CH2:14][P:15](=[O:16])([OH:17])[OH:18])[n:4][c:5]2[n:6]([cH:7]1)[cH:8][c:9]([C:11](=[O:12])[OH:13])[n:10]2.[Na+:20].[OH-:19].[OH2:21]>>[cH:2]1[c:3]([CH2:14][P:15](=[O:16])([OH:17])[OH:18])[n:4][c:5]2[n:6]([cH:7]1)[cH:8][c:9]([C:11](=[O:12])[OH:13])[n:10]2. Starting materials: CCOC(=O)C=C(C)N, CCO, CCOC(=O)C(=Cc1cccc(Cl)c1)C(=O)CCl. Product: CCOC(=O)C(=C(C)N)C(c1cccc(Cl)c1)C(C(=O)CCl)C(=O)OCC. As a reaction SMILES: [CH2:19]([CH3:20])[O:21][C:22]([CH:23]=[C:24]([CH3:25])[NH2:26])=[O:27].[CH3:28][CH2:29][OH:30].[Cl:1][c:2]1[cH:3][c:4]([CH:8]=[C:9]([C:10](=[O:11])[O:12][CH2:13][CH3:14])[C:15]([CH2:16][Cl:17])=[O:18])[cH:5][cH:6][cH:7]1>>[Cl:1][c:2]1[cH:3][c:4]([CH:8]([CH:9]([C:10](=[O:11])[O:12][CH2:13][CH3:14])[C:15]([CH2:16][Cl:17])=[O:18])[C:23]([C:22]([O:21][CH2:19][CH3:20])=[O:27])=[C:24]([CH3:25])[NH2:26])[cH:5][cH:6][cH:7]1. Reactants: CCCCc1nc(C)c(C=O)n1-c1c(F)cccc1Cl, CCCCc1ncc(C(C)=C(C(=O)O)c2cccs2)n1Cc1c(F)cccc1Cl, CCCCc1ncc(C=C(Cc2cccs2)C(=O)OC)n1Cc1c(F)cccc1Cl, COCCOC, CCOC(C)=O, CCCCCC, [H-], [Na+]. Yields the product CCCCc1ncc(C=C(Cc2cccs2)C(=O)O)n1Cc1c(F)cccc1Cl. RXN SMILES: [CH2:1]([c:2]1[n:3](-[c:4]2[c:5]([F:6])[cH:7][cH:8][cH:9][c:10]2[Cl:11])[c:12]([CH:13]=[O:14])[c:15]([CH3:16])[n:17]1)[CH2:18][CH2:19][CH3:20].[CH2:29]([c:30]1[n:31]([CH2:32][c:33]2[c:34]([F:35])[cH:36][cH:37][cH:38][c:39]2[Cl:40])[c:41]([C:42]([CH3:43])=[C:44]([c:45]2[s:46][cH:47][cH:48][cH:49]2)[C:50]([OH:51])=[O:52])[cH:53][n:54]1)[CH2:55][CH2:56][CH3:57].[CH2:58]([CH2:59][CH2:60][CH3:61])[c:62]1[n:63]([CH2:79][c:80]2[c:81]([Cl:87])[cH:82][cH:83][cH:84][c:85]2[F:86])[c:64]([CH:67]=[C:68]([C:69](=[O:70])[O:71][CH3:72])[CH2:73][c:74]2[s:75][cH:76][cH:77][cH:78]2)[cH:65][n:66]1.[CH3:23][O:24][CH2:25][CH2:26][O:27][CH3:28].[CH3:88][CH2:89][O:90][C:91](=[O:92])[CH3:93].[CH3:94][CH2:95][CH2:96][CH2:97][CH2:98][CH3:99].[H-:21].[Na+:22]>>[CH2:58]([CH2:59][CH2:60][CH3:61])[c:62]1[n:63]([CH2:79][c:80]2[c:81]([Cl:87])[cH:82][cH:83][cH:84][c:85]2[F:86])[c:64]([CH:67]=[C:68]([C:69](=[O:70])[OH:71])[CH2:73][c:74]2[s:75][cH:76][cH:77][cH:78]2)[cH:65][n:66]1. Starting materials: C(Cl)Cl (CH2Cl2), bis triphenylphosphine palladium (II) chloride, cuprous iodide, CC1SC2=CC=C(C=C2C(C1)(C)C)C#C (2,4,4-trimethyl-6-ethynyl-thiochroman), CC1SC2=CC=C(C=C2C(C1)(C)C)C#C (2,4,4-trimethyl-6-ethynyl-thiochroman), IC1=CC=C(C(=O)OCC)C=C1 (ethyl 4-iodobenzoate). Solvent: C(C)N(CC)CC (triethylamine). Reaction conditions: temperature 55 celsius, time 72 hour. The product is C(C)OC(C1=CC=C(C=C1)C#CC=1C=C2C(CC(SC2=CC1)C)(C)C)=O (Ethyl-4[(2,4,4-trimethyl-6-thiochromanyl)-ethynyl]benzoate). Reaction SMILES: [CH3:1][CH:2]1[CH2:11][C:10]([CH3:13])([CH3:12])[C:9]2[C:4](=[CH:5][CH:6]=[C:7]([C:14]#[CH:15])[CH:8]=2)[S:3]1.I[C:17]1[CH:27]=[CH:26][C:20]([C:21]([O:23][CH2:24][CH3:25])=[O:22])=[CH:19][CH:18]=1.C(Cl)Cl>C(N(CC)CC)C>[CH2:24]([O:23][C:21](=[O:22])[C:20]1[CH:26]=[CH:27][C:17]([C:15]#[C:14][C:7]2[CH:8]=[C:9]3[C:4](=[CH:5][CH:6]=2)[S:3][CH:2]([CH3:1])[CH2:11][C:10]3([CH3:12])[CH3:13])=[CH:18][CH:19]=1)[CH3:25]. Procedure: A solution of 55 mg (0.26 mmol) of 2,4,4-trimethyl-6-ethynyl-thiochroman (Compound 55) and 70.5 mg (0.26 mmol) of ethyl 4-iodo benzoate (29) in 1.5 ml of distilled triethylamine was placed in a heavy walled tube. Argon was bubbled through the mixture for 20 minutes under slightly reduced pressure. To the mixture was added 18 mg (0.051 mmol) of bis triphenylphosphine palladium (II) chloride and 9.7 mg (0.051 mmol) of cuprous iodide. The tube was then sealed and the mixture was stirred at 55 degre... The reactants are C(=O)(O)[O-].[Na+] (NaHCO3), NC1=CC(=C(C=C1C)C1CC(N(CC1)CC1=CC=C(C=C1)OC)=O)C (4-(4-amino-2,5-dimethylphenyl)-1-(4-methoxybenzyl)piperidin-2-one), ClC1=NC=C(C(=N1)NC1=NNC(=C1)C)Cl (2,5-dichloro-N-(5-methyl-1H-pyrazol-3-yl)pyrimidin-4-amine), Cl (HCl). Solvent: CC(C)O (iPrOH). Conditions: temperature 130 celsius. Product: ClC=1C(=NC(=NC1)NC1=CC(=C(C=C1C)C1CC(N(CC1)CC1=CC=C(C=C1)OC)=O)C)NC1=NNC(=C1)C (4-(4-(5-chloro-4-(5-methyl-1H-pyrazol-3-ylamino)pyrimidin-2-ylamino)-2,5-dimethylphenyl)-1-(4-methoxybenzyl)piperidin-2-one). As a reaction SMILES: [NH2:1][C:2]1[C:7]([CH3:8])=[CH:6][C:5]([CH:9]2[CH2:14][CH2:13][N:12]([CH2:15][C:16]3[CH:21]=[CH:20][C:19]([O:22][CH3:23])=[CH:18][CH:17]=3)[C:11](=[O:24])[CH2:10]2)=[C:4]([CH3:25])[CH:3]=1.Cl[C:27]1[N:32]=[C:31]([NH:33][C:34]2[CH:38]=[C:37]([CH3:39])[NH:36][N:35]=2)[C:30]([Cl:40])=[CH:29][N:28]=1.Cl.C([O-])(O)=O.[Na+]>CC(O)C>[Cl:40][C:30]1[C:31]([NH:33][C:34]2[CH:38]=[C:37]([CH3:39])[NH:36][N:35]=2)=[N:32][C:27]([NH:1][C:2]2[C:7]([CH3:8])=[CH:6][C:5]([CH:9]3[CH2:14][CH2:13][N:12]([CH2:15][C:16]4[CH:17]=[CH:18][C:19]([O:22][CH3:23])=[CH:20][CH:21]=4)[C:11](=[O:24])[CH2:10]3)=[C:4]([CH3:25])[CH:3]=2)=[N:28][CH:29]=1 |f:3.4|. Procedure: To a mixture of 4-(4-amino-2,5-dimethylphenyl)-1-(4-methoxybenzyl)piperidin-2-one (23 mg, 0.094 mmol) and 2,5-dichloro-N-(5-methyl-1H-pyrazol-3-yl)pyrimidin-4-amine (29 mg, 0.086 mmol) in iPrOH (1 mL) was added HCl (60 uL, 4N in dioxane). The reaction vessel was then sealed and heated to 130° C. for 4 hr. After cooling to room temperature, the mixture was treated with saturated NaHCO3 aqueous solution (3 mL) and extracted with EtOAc (3×4 mL). The organic layers were combined and concentrated. Th... Starting materials: CC1CC2=C(C(=C(N2C1C)C1=CC=CC=C1)C1=CC=CC=C1)C(C)C1C(OC(OC1=O)(C)C)=O (5-(1-(2,3-DIMETHYL-5,6-DIPHENYL-2,3-DIHYDRO-1H-PYRROLIZINE-7-YL)ETHYL)-2,2-DIMETHYL-1,3-DIOXAN-4,6-DIONE), 60a. The solvent is N1=CC=CC=C1 (pyridine), C(C)O (ethanol), [Cu] (copper). Yields the product C(C)OC(CC(C)C=1C(=C(N2C(C(CC12)C)C)C1=CC=CC=C1)C1=CC=CC=C1)=O (3-(2,3-DIMETHYL-5,6-DIPHENYL-2,3-DIHYDRO-1H-PYRROLIZINE-7-YL)BUTYRIC-ACID ETHYLESTER). As a reaction SMILES: [CH3:1][CH:2]1[CH:9]([CH3:10])[N:8]2[C:4](=[C:5]([CH:23]([CH:25]3C(=O)O[C:28](C)([CH3:32])[O:27][C:26]3=[O:34])[CH3:24])[C:6]([C:17]3[CH:22]=[CH:21][CH:20]=[CH:19][CH:18]=3)=[C:7]2[C:11]2[CH:16]=[CH:15][CH:14]=[CH:13][CH:12]=2)[CH2:3]1>N1C=CC=CC=1.C(O)C.[Cu]>[CH2:28]([O:27][C:26](=[O:34])[CH2:25][CH:23]([C:5]1[C:6]([C:17]2[CH:18]=[CH:19][CH:20]=[CH:21][CH:22]=2)=[C:7]([C:11]2[CH:12]=[CH:13][CH:14]=[CH:15][CH:16]=2)[N:8]2[C:4]=1[CH2:3][CH:2]([CH3:1])[CH:9]2[CH3:10])[CH3:24])[CH3:32]. Reported procedure: 2.5 mmoles of 59b are dissolved in a mixture of 20 ml absolute pyridine and 2 ml of absolute ethanol and upon addition of some copper powder the batch is reacted as described for 60a. Purification is by column chromatography (silica gel, n-hexane/CH2Cl2 2+1) in isolation. The reactants are C(C1=CC=CC=C1)(=O)SC(C(=O)NC1CC2=C(CN(C1=O)C(C(=O)OC(C)(C)C)CC(C)C)C=CC=C2)CC2=CC=CC=C2 (2-[4-(2-Benzoylsulfanyl-3-phenyl-propionyl-amino)-3-oxo-1,3,4,5-tetrahydro-benzo[c]azepin-2-yl]-4-methyl-valeric acid, tert-butyl ester), Cl (hydrochloric acid). The solvent is CO (methanol). Yields the product SC(C(=O)NC1CC2=C(CN(C1=O)C(C(=O)OC(C)(C)C)CC(C)C)C=CC=C2)CC2=CC=CC=C2 (2-[4-(2-Mercapto-3-phenyl-propionyl-amino)-3-oxo-1,3,4,5-tetrahydro-benzo[c]azepin-2-yl]-4-methyl-valeric acid, tert-butyl ester). RXN SMILES: C([S:9][CH:10]([CH2:38][C:39]1[CH:44]=[CH:43][CH:42]=[CH:41][CH:40]=1)[C:11]([NH:13][CH:14]1[C:20](=[O:21])[N:19]([CH:22]([CH2:30][CH:31]([CH3:33])[CH3:32])[C:23]([O:25][C:26]([CH3:29])([CH3:28])[CH3:27])=[O:24])[CH2:18][C:17]2[CH:34]=[CH:35][CH:36]=[CH:37][C:16]=2[CH2:15]1)=[O:12])(=O)C1C=CC=CC=1.Cl>CO>[SH:9][CH:10]([CH2:38][C:39]1[CH:40]=[CH:41][CH:42]=[CH:43][CH:44]=1)[C:11]([NH:13][CH:14]1[C:20](=[O:21])[N:19]([CH:22]([CH2:30][CH:31]([CH3:33])[CH3:32])[C:23]([O:25][C:26]([CH3:27])([CH3:28])[CH3:29])=[O:24])[CH2:18][C:17]2[CH:34]=[CH:35][CH:36]=[CH:37][C:16]=2[CH2:15]1)=[O:12]. Reported procedure: Combine 2-[4-(2-Benzoylsulfanyl-3-phenyl-propionyl-amino)-3-oxo-1,3,4,5-tetrahydro-benzo[c]azepin-2-yl]-4-methyl-valeric acid, tert-butyl ester (0.229 mmol) in degassed methanol (3 mL) and cool in an ice bath. Treat with degassed 1N aqueous lithium hydroxide (1.0 mL) and stir, allowing the ice bath to warm gradually over 3 hours. With the reaction at 0° C., acidify with 5% hydrochloric acid. Partition between methylene chloride and water, dry (Na2SO4) and purify by silica gel chromatography to g...